This data is from the Open Reaction Database (ORD), a public repository of structured organic reaction records. The task is: describe an organic reaction: reactants, conditions, products, and yield Run in C(Cl)(Cl)Cl (CHCl3), CCO (EtOH). Reported procedure: 2-Amino-3-[5-(4-phenoxyphenyl)-1H-indol-3-yl]propionic acid ethyl ester (7) was prepared as follows. Compound 6 (0.5 g) was dissolved in a mixture of CHCl3 (5 mL) and EtOH (15 mL). Palladium on carbon (10% wet, 0.25 g) was added to this solution, and shaken under hydrogen (50 PSI) for 24 hours at room temperature. After filtration over Celite, HCl (4N in 1,4-dioxane, 2 mL) was added to the mixture. The solvents were evaporated under vacuum to afford 2-amino-3-[5-(4-phenoxyphenyl)-1H-indol-3-yl]p... Reagents/catalysts: [Pd] (Palladium on carbon). The reactants are C(C)OC(C(CC1=CNC2=CC=C(C=C12)C1=CC=C(C=C1)OC1=CC=CC=C1)[N+](=O)[O-])=O (2-Nitro-3-[5-(4-phenoxyphenyl)-1H-indol-3-yl]propionic acid ethyl ester). Reaction conditions: time 24 hour. Yield: 86.0%. As a reaction SMILES: [CH2:1]([O:3][C:4](=[O:32])[CH:5]([N+:29]([O-])=O)[CH2:6][C:7]1[C:15]2[C:10](=[CH:11][CH:12]=[C:13]([C:16]3[CH:21]=[CH:20][C:19]([O:22][C:23]4[CH:28]=[CH:27][CH:26]=[CH:25][CH:24]=4)=[CH:18][CH:17]=3)[CH:14]=2)[NH:9][CH:8]=1)[CH3:2]>C(Cl)(Cl)Cl.CCO.[Pd]>[CH2:1]([O:3][C:4](=[O:32])[CH:5]([NH2:29])[CH2:6][C:7]1[C:15]2[C:10](=[CH:11][CH:12]=[C:13]([C:16]3[CH:21]=[CH:20][C:19]([O:22][C:23]4[CH:24]=[CH:25][CH:26]=[CH:27][CH:28]=4)=[CH:18][CH:17]=3)[CH:14]=2)[NH:9][CH:8]=1)[CH3:2]. Yields the product C(C)OC(C(CC1=CNC2=CC=C(C=C12)C1=CC=C(C=C1)OC1=CC=CC=C1)N)=O (2-Amino-3-[5-(4-phenoxyphenyl)-1H-indol-3-yl]propionic acid ethyl ester).